From a dataset of the Open Reaction Database (ORD), a public repository of structured organic reaction records. describe an organic reaction: reactants, conditions, products, and yield The reactants are NC1=NC=CC=C1 (2-aminopyridine), BrC=1C(C2=CC=C(C=C2C(C1Br)=O)C)=O (2,3-dibromo-1,4-dihydro-1,4-dioxo-6-methylnaphthalene), C(C)O (ethanol). Yields the product 6,11-dihydro-6,11-dioxo-8-methylnaphtho[2,,3':4,5]imidazo[1,2-a]pyridine, O=C1C=2C=CC(=CC2C(C2=C1N=C1N2C=CC=C1)=O)C (6,11-dihydro-6,11-dioxo-9-methylnaphtho[2',3':4,5]imidazo[1,2-a] pyridine), O=C1C(C2=C(N=C3N2C=CC=C3)C=3C=C(C=CC13)C)=O (5,6-dihydro-5,6-dioxo-2-methylnaphtho[1',2':4,5] imidazo[1,2-a]pyridine), O=C1C(C2=C(N=C3N2C=CC=C3)C=3C=CC(=CC13)C)=O (5,6-dihydro-5,6-dioxo-3-methylnaphth [1',2':4,5]imidazo[1,2-a]pyridine). Reaction SMILES: [NH2:1][C:2]1[CH:7]=[CH:6][CH:5]=[CH:4][N:3]=1.Br[C:9]1[C:10](=[O:22])[C:11]2[C:16]([C:17](=[O:20])[C:18]=1Br)=[CH:15][C:14]([CH3:21])=[CH:13][CH:12]=2.C([OH:25])C>>[O:22]=[C:10]1[C:9]2[N:1]=[C:2]3[CH:7]=[CH:6][CH:5]=[CH:4][N:3]3[C:18]=2[C:17](=[O:20])[C:16]2[CH:15]=[C:14]([CH3:21])[CH:13]=[CH:12][C:11]1=2.[O:22]=[C:10]1[C:11]2[CH:12]=[CH:13][C:14]([CH3:21])=[CH:15][C:16]=2[C:17]2[N:1]=[C:2]3[CH:7]=[CH:6][CH:5]=[CH:4][N:3]3[C:18]=2[C:9]1=[O:25].[O:20]=[C:17]1[C:16]2[CH:15]=[C:14]([CH3:21])[CH:13]=[CH:12][C:11]=2[C:10]2[N:1]=[C:2]3[CH:7]=[CH:6][CH:5]=[CH:4][N:3]3[C:9]=2[C:18]1=[O:25]. Reported procedure: 2.72 g (28.88 mol, 2.4 eq) of 2-aminopyridine are added twice to a suspension of 4.00 g (12.12 mmol, 1 eq) of 2,3-dibromo-1,4-dihydro-1,4-dioxo-6-methylnaphthalene (No. CAS 72364-92-2) in 500 mL of ethanol. This mixture is brought to reflux for 48 h. After cooling to ambient temperature, the ethanol is eliminated by evaporation, under reduced pressure. The 2,3-dibromo-1,4-dihydro-1,4-dioxo-6-methylnaphthalene that had not reacted is eliminated by precipitation in a CH2Cl2 /heptane, 70/30 mixture... Starting materials: CCc1ncc[nH]1, COc1ccc(OCCCCCCSC2=NC(=O)CS2)c(Cl)c1, [Na+], CN(C)C=O, [OH-]. The product is CCc1nccn1CCCCCCOc1ccc(OC)cc1Cl. RXN SMILES: [CH2:24]([CH3:25])[c:26]1[nH:27][cH:28][cH:29][n:30]1.[Cl:1][c:2]1[c:3]([O:4][CH2:5][CH2:6][CH2:7][CH2:8][CH2:9][CH2:10][S:11][C:12]2=[N:17][C:15](=[O:16])[CH2:14][S:13]2)[cH:18][cH:19][c:20]([O:22][CH3:23])[cH:21]1.[Na+:32].[O:33]=[CH:34][N:35]([CH3:36])[CH3:37].[OH-:31]>>[Cl:1][c:2]1[c:3]([O:4][CH2:5][CH2:6][CH2:7][CH2:8][CH2:9][CH2:10][n:27]2[c:26]([CH2:24][CH3:25])[n:30][cH:29][cH:28]2)[cH:18][cH:19][c:20]([O:22][CH3:23])[cH:21]1. Reactants: N1=C(N=CC=C1)C#CCCO (4-(2-Pyrimidinyl)-3-butynol). The yield is 85.7%. The reagents and catalysts are [Pd] (palladium on charcoal). Run in C(C)O (ethanol), C(C)O (ethanol). Reported procedure: 4-(2-Pyrimidinyl)-3-butynol (1.5 g) in ethanol (40 ml) was added to pre-reduced 10% palladium on charcoal (50% aqueous paste) in ethanol (60 ml) and hydrogenated at room temperature and atmospheric pressure. The catalyst was removed by filtration through hyflo and the solvent evaporated in vacuo. The residual oil was purified by FCC. Elution with System C (19:1) and (9:1) gave the title compound as a pale yellow oil (1.32 g). Yields the product N1=C(N=CC=C1)CCCCO (2-Pyrimidinebutanol). RXN SMILES: [N:1]1[CH:6]=[CH:5][CH:4]=[N:3][C:2]=1[C:7]#[C:8][CH2:9][CH2:10][OH:11]>C(O)C.[Pd]>[N:1]1[CH:6]=[CH:5][CH:4]=[N:3][C:2]=1[CH2:7][CH2:8][CH2:9][CH2:10][OH:11]. Starting materials: O=C([O-])[O-], CI, CN(C)C=O, O=Cc1cc(F)cc(Cl)c1O, [K+], [K+], O. Yields the product COc1c(Cl)cc(F)cc1C=O. As a reaction SMILES: [C:14](=[O:15])([O-:16])[O-:17].[CH3:12][I:13].[CH3:20][N:21]([CH3:22])[CH:23]=[O:24].[F:1][c:2]1[cH:3][c:4]([Cl:11])[c:5]([OH:10])[c:6]([CH:7]=[O:8])[cH:9]1.[K+:18].[K+:19].[OH2:25]>>[F:1][c:2]1[cH:3][c:4]([Cl:11])[c:5]([O:10][CH3:14])[c:6]([CH:7]=[O:8])[cH:9]1. Reactants: [BH4-], COC(=O)C1CC(OS(C)(=O)=O)CN1C(=O)OC(C)(C)C, [Cl-], [Li+], [NH4+], C1CCOC1. Product: CC(C)(C)OC(=O)N1CC(OS(C)(=O)=O)CC1CO. As a reaction SMILES: [BH4-:1].[C:3]([CH3:4])([CH3:5])([CH3:6])[O:7][C:8](=[O:9])[N:10]1[CH:11]([C:20](=[O:21])[O:22][CH3:23])[CH2:12][CH:13]([O:15][S:16](=[O:17])(=[O:18])[CH3:19])[CH2:14]1.[Cl-:24].[Li+:2].[NH4+:25].[O:26]1[CH2:27][CH2:28][CH2:29][CH2:30]1>>[C:3]([CH3:4])([CH3:5])([CH3:6])[O:7][C:8](=[O:9])[N:10]1[CH:11]([CH2:20][OH:21])[CH2:12][CH:13]([O:15][S:16](=[O:17])(=[O:18])[CH3:19])[CH2:14]1. Starting materials: FC1=CC=C(C=C1)C1=NN2C(C=CC(=C2)C(F)(F)F)=C1C1=NC(=NC=C1)N1CCCC1 (2-(4-fluorophenyl)-3-[2-(1-pyrrolidinyl)-4-pyrimidinyl]-6-(trifluoromethyl)pyrazolo[1,5-a]pyridine), C(CCC)[Li] (n-butyllithium), C(Cl)(Cl)(Cl)Cl (carbon tetrachloride). Solvent: O1CCCC1 (tetrahydrofuran). Conditions: time 3 minute. Product: ClC1=C(C=CC=2N1N=C(C2C2=NC(=NC=C2)N2CCCC2)C2=CC=C(C=C2)F)C(F)(F)F (7-chloro-2-(4-fluorophenyl)-3-[2-(1-pyrrolidinyl)-4-pyrimidinyl]-6-(trifluoromethyl)pyrazolo[1,5-a]pyridine). Yield: 59.0%. RXN SMILES: [F:1][C:2]1[CH:7]=[CH:6][C:5]([C:8]2[C:20]([C:21]3[CH:26]=[CH:25][N:24]=[C:23]([N:27]4[CH2:31][CH2:30][CH2:29][CH2:28]4)[N:22]=3)=[C:11]3[CH:12]=[CH:13][C:14]([C:16]([F:19])([F:18])[F:17])=[CH:15][N:10]3[N:9]=2)=[CH:4][CH:3]=1.C([Li])CCC.C(Cl)(Cl)(Cl)[Cl:38]>O1CCCC1>[Cl:38][C:15]1[N:10]2[N:9]=[C:8]([C:5]3[CH:4]=[CH:3][C:2]([F:1])=[CH:7][CH:6]=3)[C:20]([C:21]3[CH:26]=[CH:25][N:24]=[C:23]([N:27]4[CH2:28][CH2:29][CH2:30][CH2:31]4)[N:22]=3)=[C:11]2[CH:12]=[CH:13][C:14]=1[C:16]([F:19])([F:17])[F:18]. Reported procedure: To a cold (−78° C.) solution of 2-(4-fluorophenyl)-3-[2-(1-pyrrolidinyl)-4-pyrimidinyl]-6-(trifluoromethyl)pyrazolo[1,5-a]pyridine (86 mg, 0.20 mmol) in tetrahydrofuran (5 mL) was added n-butyllithium (0.30 mL, 1.6 M in hexane, 0.48 mmol) dropwise. The dark solution was stirred for 3 minutes, and then carbon tetrachloride (1 mL) was added. After 15 minutes, the bath was removed and the solution allowed to warm to room temperature and stirred an additional 15 minutes. Water was added then ether. ... Reactants: Cl.COC1=CC=C(C=C1)S(=O)(=O)N([C@@H](C(=O)O)C(C)C)CC=1C=NC=CC1 (2(R)-[[4-methoxybenzenesulfonyl](3-picolyl)amino]-3-methylbutanoic acid hydrochloride), ON1N=NC2=C1C=CC=C2 (1-hydroxybenzotriazole), CN1CCOCC1 (4-methylmorpholine), Cl.C(C)(C)(C)ON (O-t-butylhydroxylamine hydrochloride), Cl.CN(C)CCCN=C=NCC (N-[Dimethylaminopropyl]-N'-ethylcarbodiimide hydrochloride). Run in C(Cl)Cl (methylene chloride), O (water). Reaction conditions: time 8 hour. The product is C(C)(C)(C)ONC([C@@H](C(C)C)N(CC=1C=NC=CC1)S(=O)(=O)C1=CC=C(C=C1)OC)=O (N-(t-butyloxy)-2(R)-[[4-methoxybenzenesulfonyl]-(3-picolyl)amino]-3-methylbutanamide). As a reaction SMILES: Cl.[CH3:2][O:3][C:4]1[CH:9]=[CH:8][C:7]([S:10]([N:13]([CH2:21][C:22]2[CH:23]=[N:24][CH:25]=[CH:26][CH:27]=2)[C@H:14]([CH:18]([CH3:20])[CH3:19])[C:15]([OH:17])=O)(=[O:12])=[O:11])=[CH:6][CH:5]=1.ON1C2C=CC=CC=2N=N1.CN1CCOCC1.Cl.[C:46]([O:50][NH2:51])([CH3:49])([CH3:48])[CH3:47].Cl.CN(CCCN=C=NCC)C>C(Cl)Cl.O>[C:46]([O:50][NH:51][C:15](=[O:17])[C@H:14]([N:13]([S:10]([C:7]1[CH:6]=[CH:5][C:4]([O:3][CH3:2])=[CH:9][CH:8]=1)(=[O:11])=[O:12])[CH2:21][C:22]1[CH:23]=[N:24][CH:25]=[CH:26][CH:27]=1)[CH:18]([CH3:19])[CH3:20])([CH3:49])([CH3:48])[CH3:47] |f:0.1,4.5,6.7|. Procedure: 2(R)-[[4-methoxybenzenesulfonyl](3-picolyl)amino]-3-methylbutanoic acid hydrochloride (5.0 g, 12.06 mmol), 1-hydroxybenzotriazole (1.63 g, 12.06 mmol), 4-methylmorpholine (6.6 mL, 60.31 mmol), and O-t-butylhydroxylamine hydrochloride (54.55 g, 36.19 mmol) are dissolved in methylene chloride (200 mL). N-[Dimethylaminopropyl]-N'-ethylcarbodiimide hydrochloride (3.01 g, 15.68 mmol) is added, and the reaction is stirred overnight. The reaction is then diluted with water and extracted with methylene ... Starting materials: CC(CC(C)=O)=O (2,4 pentanedione), O.[OH-].[Ba+2].[OH-] (barium hydroxide hydrate), C(CCC)O.C(CC)(=O)O (1-butanol propanoic acid). Reagents/catalysts: CCCCO.CCCCO.CCCCO.CCCCO.[Ti] (titanium(IV) n-butoxide). Run at time 12 hour. Product: C(CC)(=O)[O-].[Ba+2].C(CC)(=O)[O-] (barium propanoate). RXN SMILES: CC(=O)CC(=O)C.O.[OH-].[Ba+2:10].[OH-].C(O)CCC.[C:17]([OH:21])(=[O:20])[CH2:18][CH3:19]>CCCCO.CCCCO.CCCCO.CCCCO.[Ti]>[C:17]([O-:21])(=[O:20])[CH2:18][CH3:19].[Ba+2:10].[C:17]([O-:21])(=[O:20])[CH2:18][CH3:19] |f:1.2.3.4,5.6,7.8.9.10.11,12.13.14|. Procedure details: 2,4 pentanedione (Acac) is degassed by a freeze/pump/thaw method on a Schlenk line over a bed of grade 4A molecular sieves and back filled with argon gas. In a nitrogen-filled drybox, 34.041 g of titanium(IV) n-butoxide (Acros; 0.100 moles) are placed into a 100 ml bottle, and 20.020 g of 2,4 pentanedione (0.200 moles; Aldrich) is then added dropwise and left to stir for 12 hours. In a fumehood, 31.750 g of barium hydroxide hydrate (0.101 moles; Aldrich) is added to a 500 ml volumetric flask. 20... Starting materials: C1(=CC=CC=C1)CCN1CCC(CC1)C(=O)C1=CC=C(C=C1)NC(C)=O (N-[4-[[1-(2-phenylethyl)-4-piperidinyl]carbonyl]phenyl]acetamide), [BH4-].[K+] (potassium borohydride), O (Water). The solvent is CO (methanol). Conditions: time 6 hour. Yields the product NC1=CC=C(C=C1)C(O)C1CCN(CC1)CCC1=CC=CC=C1 (α-(4-aminophenyl)-1-(2-phenylethyl)-4-piperidine methanol). Isolated yield 21.2%. Reaction SMILES: [C:1]1([CH2:7][CH2:8][N:9]2[CH2:14][CH2:13][CH:12]([C:15]([C:17]3[CH:22]=[CH:21][C:20]([NH:23]C(=O)C)=[CH:19][CH:18]=3)=[O:16])[CH2:11][CH2:10]2)[CH:6]=[CH:5][CH:4]=[CH:3][CH:2]=1.[BH4-].[K+].O>CO>[NH2:23][C:20]1[CH:21]=[CH:22][C:17]([CH:15]([CH:12]2[CH2:13][CH2:14][N:9]([CH2:8][CH2:7][C:1]3[CH:2]=[CH:3][CH:4]=[CH:5][CH:6]=3)[CH2:10][CH2:11]2)[OH:16])=[CH:18][CH:19]=1 |f:1.2|. Procedure details: To N-[4-[[1-(2-phenylethyl)-4-piperidinyl]carbonyl]phenyl]acetamide (40.0 g, 114 mmol) in methanol (900 ml) was added potassium borohydride (16 g, 300 mmol), in small portions, over a 6 hour period. Water (200 ml) was added and the solution was stirred for 20 hours. The solution was concentrated and partitioned between water and dichloromethane. The layers were separated, the organic layer dried (MgSO4), filtered, and concentrated. The resulting material was chromatographed on silica gel, elutin... Reactants: OC(C)(C)C=1N=C(N(C1C(=O)OC)CC1=CC=C(C=C1)C1=C(C=CC=C1)C1=NN=NN1C(C1=CC=CC=C1)(C1=CC=CC=C1)C1=CC=CC=C1)COC (methyl 4-(1-hydroxy-1-methylethyl)-2-methoxymethyl-1-{4-[2-(trityltetrazol-5-yl)phenyl]phenyl}methylimidazole-5-carboxylate), C(C1=CC=CC=C1)(C1=CC=CC=C1)(C1=CC=CC=C1)O (trityl alcohol), O (water). Run in aqueous solution, C(C)(=O)O (acetic acid). Conditions: temperature 60 celsius, time 4 hour. Product: OC(C)(C)C=1N=C(N(C1C(=O)OC)CC1=CC=C(C=C1)C1=C(C=CC=C1)C1=NN=NN1)COC (Methyl 4-(1-hydroxy-1-methylethyl)-2-methoxymethyl-1-{4-[-2-(tetrazol-5-yl)phenyl]phenyl}methylimidazole-5-carboxylate). The yield is 99.4%. RXN SMILES: [OH:1][C:2]([C:5]1[N:6]=[C:7]([CH2:51][O:52][CH3:53])[N:8]([CH2:14][C:15]2[CH:20]=[CH:19][C:18]([C:21]3[CH:26]=[CH:25][CH:24]=[CH:23][C:22]=3[C:27]3[N:31](C(C4C=CC=CC=4)(C4C=CC=CC=4)C4C=CC=CC=4)[N:30]=[N:29][N:28]=3)=[CH:17][CH:16]=2)[C:9]=1[C:10]([O:12][CH3:13])=[O:11])([CH3:4])[CH3:3].O.C(O)(C1C=CC=CC=1)(C1C=CC=CC=1)C1C=CC=CC=1>C(O)(=O)C>[OH:1][C:2]([C:5]1[N:6]=[C:7]([CH2:51][O:52][CH3:53])[N:8]([CH2:14][C:15]2[CH:16]=[CH:17][C:18]([C:21]3[CH:26]=[CH:25][CH:24]=[CH:23][C:22]=3[C:27]3[NH:31][N:30]=[N:29][N:28]=3)=[CH:19][CH:20]=2)[C:9]=1[C:10]([O:12][CH3:13])=[O:11])([CH3:3])[CH3:4]. Procedure details: 705 mg of methyl 4-(1-hydroxy-1-methylethyl)-2-methoxymethyl-1-{4-[2-(trityltetrazol-5-yl)phenyl]phenyl}methylimidazole-5-carboxylate [prepared as described in step (a) above] were dissolved in 10 ml of a 25% aqueous solution of acetic acid, and the mixture was stirred at 60° C. for 4 hours. At the end of this time, 10 ml of water were added, whilst ice-cooling, and the trityl alcohol which appeared as crystals was filtered off. The filtrate was concentrated by distillation under reduced pressur...